Dataset: the Open Reaction Database (ORD), a public repository of structured organic reaction records. Task: describe an organic reaction: reactants, conditions, products, and yield Reactants: ClC1=C(C=C(C=C1C)[C@@H](C(F)(F)F)N[S@](=O)C(C)(C)C)C ((R)-2-Methyl-propane-2-sulfinic acid [(S)-1-(4-chloro-3,5-dimethyl-phenyl)-2,2,2-trifluoro-ethyl]-amide), Cl (HCl). The solvent is CO (MeOH). Yields the product ClC1=C(C=C(C=C1C)[C@@H](C(F)(F)F)N)C ((S)-1-(4-Chloro-3,5-dimethyl-phenyl)-2,2,2-trifluoro-ethylamine). Reaction SMILES: [Cl:1][C:2]1[C:7]([CH3:8])=[CH:6][C:5]([C@H:9]([NH:14][S@@](C(C)(C)C)=O)[C:10]([F:13])([F:12])[F:11])=[CH:4][C:3]=1[CH3:21].Cl>CO>[Cl:1][C:2]1[C:7]([CH3:8])=[CH:6][C:5]([C@H:9]([NH2:14])[C:10]([F:12])([F:13])[F:11])=[CH:4][C:3]=1[CH3:21]. Reported procedure: A solution of intermediate INT 42 (860 mg, 2.52 mmol) in MeOH (40 mL) was treated with HCl (4 M in dioxane, 1.26 mL, 5.04 mmol) and stirred over the weekend. After evaporation of the solvents, a solid was obtained which was triturated with Et2O. The solid was then dissolved in water and the pH was adjusted to ˜9 using 10% sodium carbonate solution. It was extracted twice with EtOAc. The combined extracts were dried over sodium sulfate, filtered and concentrated.